From a dataset of the Open Reaction Database (ORD), a public repository of structured organic reaction records. describe an organic reaction: reactants, conditions, products, and yield Starting materials: CS(=O)(=O)C1=NC(=C(C(=N1)C1=C(C=C(C=C1)Cl)Cl)C1=CC=C(C=C1)Cl)S(=O)(=O)C (2,6-Bis(methylsulfonyl)-4-[2,4-dichlorophenyl]-5-[4-chlorophenyl]-pyrimidine), C(CCC)[Li] (n-butyl lithium), C1(CCCCC1)CO (cyclohexyl methanol). Yields the product C1(CCCCC1)COC1=NC(=C(C(=N1)S(=O)(=O)C)C1=CC=C(C=C1)Cl)C1=C(C=C(C=C1)Cl)Cl (2-(cyclohexylmethoxy)-4-(methyl-sulfonyl)-5-(4-chlorophenyl)-6-(2,4-dichlorophenyl)pyrimidine). Reaction SMILES: CS([C:5]1[N:10]=[C:9]([C:11]2[CH:16]=[CH:15][C:14]([Cl:17])=[CH:13][C:12]=2[Cl:18])[C:8]([C:19]2[CH:24]=[CH:23][C:22]([Cl:25])=[CH:21][CH:20]=2)=[C:7]([S:26]([CH3:29])(=[O:28])=[O:27])[N:6]=1)(=O)=O.C([Li])CCC.[CH:35]1([CH2:41][OH:42])[CH2:40][CH2:39][CH2:38][CH2:37][CH2:36]1>>[CH:35]1([CH2:41][O:42][C:5]2[N:6]=[C:7]([S:26]([CH3:29])(=[O:27])=[O:28])[C:8]([C:19]3[CH:24]=[CH:23][C:22]([Cl:25])=[CH:21][CH:20]=3)=[C:9]([C:11]3[CH:16]=[CH:15][C:14]([Cl:17])=[CH:13][C:12]=3[Cl:18])[N:10]=2)[CH2:40][CH2:39][CH2:38][CH2:37][CH2:36]1. Procedure details: 2,4-bis(Methylsulfonyl)-5-[4-chlorophenyl]-6-[2,4-dichlorophenyl]pyrimidine (Reference Example 5) (98 mg, 0.2 mmol) was reacted with 1 equivalent each of n-butyl lithium and cyclohexyl methanol by the procedure described in Reference Examples 6 and 7. Workup and flash column chromatography on silica gel eluted with 85/15 hexanes/ethyl acetate afforded 2-(cyclohexylmethoxy)-4-(methyl-sulfonyl)-5-(4-chlorophenyl)-6-(2,4-dichlorophenyl)pyrimidine (HRf product): 1H-NMR 500 MHz (CDCl3): δ 0.9-1.1 (m,...